From a dataset of the Open Reaction Database (ORD), a public repository of structured organic reaction records. describe an organic reaction: reactants, conditions, products, and yield Starting materials: O (Water), HgSO4, C(#C)C1=NC(=C(C2=C1C(=NO2)C2=CC=CC=C2)O)C(=O)NCC(=O)O (2-(4-ethynyl-7-hydroxy-3-phenylisoxazolo[4,5-c]pyridine-6-carboxamido)acetic acid), saturated solution. The solvent is C([O-])(O)=O.[Na+] (sodium bicarbonate), [Cl-].[Na+].O (Brine), C1CCOC1 (THF), OS(=O)(=O)O (H2SO4). Conditions: time 16 hour. Product: C(C)(=O)C1=NC(=C(C2=C1C(=NO2)C2=CC=CC=C2)O)C(=O)NCC(=O)O ([(4-Acetyl-7-hydroxy-3-phenyl-isoxazolo[4,5-c]pyridine-6-carbonyl)-amino]-acetic acid). RXN SMILES: [C:1]([C:3]1[C:8]2[C:9]([C:12]3[CH:17]=[CH:16][CH:15]=[CH:14][CH:13]=3)=[N:10][O:11][C:7]=2[C:6]([OH:18])=[C:5]([C:19]([NH:21][CH2:22][C:23]([OH:25])=[O:24])=[O:20])[N:4]=1)#[CH:2].[OH2:26]>C1COCC1.OS(O)(=O)=O.[Cl-].[Na+].O.C(=O)(O)[O-].[Na+]>[C:1]([C:3]1[C:8]2[C:9]([C:12]3[CH:17]=[CH:16][CH:15]=[CH:14][CH:13]=3)=[N:10][O:11][C:7]=2[C:6]([OH:18])=[C:5]([C:19]([NH:21][CH2:22][C:23]([OH:25])=[O:24])=[O:20])[N:4]=1)(=[O:26])[CH3:2] |f:4.5.6,7.8|. Reported procedure: 2-(4-ethynyl-7-hydroxy-3-phenylisoxazolo[4,5-c]pyridine-6-carboxamido)acetic acid (60 mg, 0.178 mmol) was dissolved in 6.6 mL of THF. Water (0.7 mL) was added, followed by 1.5 mL of a saturated solution of HgSO4 in 1% H2SO4. The reaction mixture was stirred at room temperature for 16 h. Brine (10 mL) was added and the mixture was extracted with EtOAc. The combined organic layer was dried over MgSO4 and concentrated to give a purple solid. The solid was taken up in 25 mL of saturated sodium bicar... The reactants are BrC1=CC(=C(C=C1)I)CC (4-bromo-2-ethyl-1-iodobenzene), C(CCC)[Li] (n-butyl lithium), Cl (hydrochloric acid), B(OC)(OC)OC (trimethyl borate). Run in O1CCCC1 (tetrahydrofuran). Reaction conditions: temperature -75 celsius, time 30 minute. The product is BrC1=CC(=C(C=C1)B(O)O)CC (4-bromo-2-ethylphenylboronic acid). Yield: 45.4%. RXN SMILES: [Br:1][C:2]1[CH:7]=[CH:6][C:5](I)=[C:4]([CH2:9][CH3:10])[CH:3]=1.C([Li])CCC.[B:16](OC)([O:19]C)[O:17]C.Cl>O1CCCC1>[Br:1][C:2]1[CH:7]=[CH:6][C:5]([B:16]([OH:19])[OH:17])=[C:4]([CH2:9][CH3:10])[CH:3]=1. Reported procedure: To a solution of 4-bromo-2-ethyl-1-iodobenzene (80 g, 0.25 mol) in tetrahydrofuran (800 ml) at −75° C. is added n-butyl lithium (1.6 M in hexanes, 188 ml, 0.3 mol) dropwise maintaining the temperature of the reaction mixture below −70° C. When the addition is complete the mixture is stirred at −75° C. for an additional 30 minutes and then trimethyl borate (153.7 g, 1.48 mol) is added dropwise. After the addition is complete the reaction is stirred at −75° C. for 1 hour, then allowed to come to r...